From a dataset of the Open Reaction Database (ORD), a public repository of structured organic reaction records. describe an organic reaction: reactants, conditions, products, and yield The reactants are ClC=1C=CC(=C(C1)C1=CC(N(C=C1)C(C(=O)O)CC1=CC=CC=C1)=O)C#N (2-[4-(5-Chloro-2-cyanophenyl)-2-oxopyridin-1(2H)-yl]-3-phenylpropanoic acid), N1N=NN=C1C1=CC=C(N)C=C1 (4-(1H-tetrazol-5-yl)aniline). Yields the product ClC=1C=CC(=C(C1)C1=CC(N(C=C1)C(C(=O)NC1=CC=C(C=C1)C1=NN=NN1)CC1=CC=CC=C1)=O)C#N.C(C)NCC (2-[4-(5-Chloro-2-cyanophenyl)-2-oxopyridin-1(2H)-yl]-3-phenyl-N-[4-(1H-tetrazol-5-yl)phenyl]propanamide diethylamine). Reaction SMILES: [Cl:1][C:2]1[CH:3]=[CH:4][C:5]([C:26]#[N:27])=[C:6]([C:8]2[CH:13]=[CH:12][N:11]([CH:14]([CH2:18][C:19]3[CH:24]=[CH:23][CH:22]=[CH:21][CH:20]=3)[C:15](O)=[O:16])[C:10](=[O:25])[CH:9]=2)[CH:7]=1.[NH:28]1[C:32]([C:33]2[CH:39]=[CH:38][C:36]([NH2:37])=[CH:35][CH:34]=2)=[N:31][N:30]=[N:29]1>>[Cl:1][C:2]1[CH:3]=[CH:4][C:5]([C:26]#[N:27])=[C:6]([C:8]2[CH:13]=[CH:12][N:11]([CH:14]([CH2:18][C:19]3[CH:20]=[CH:21][CH:22]=[CH:23][CH:24]=3)[C:15]([NH:37][C:36]3[CH:38]=[CH:39][C:33]([C:32]4[NH:31][N:30]=[N:29][N:28]=4)=[CH:34][CH:35]=3)=[O:16])[C:10](=[O:25])[CH:9]=2)[CH:7]=1.[CH2:10]([NH:11][CH2:12][CH3:13])[CH3:9] |f:2.3|. Procedure: 77 mg (purity 85%, 0.17 mmol) of 2-[4-(5-chloro-2-cyanophenyl)-2-oxopyridin-1(2H)-yl]-3-phenylpropanoic acid (racemate) (Example 7.1C) and 31 mg (0.19 mmol) of 4-(1H-tetrazol-5-yl)aniline were reacted according to General Method 1. Yield: 17 mg (purity 94%, 16% of theory) Starting materials: COCC(=N)NCc1cccc(CNC(=O)OC(C)(C)C)c1, O=C(O)C(F)(F)F. The product is COCC(=N)NCc1cccc(CN)c1. RXN SMILES: [CH3:1][O:2][CH2:3][C:4](=[NH:5])[NH:6][CH2:7][c:8]1[cH:9][c:10]([CH2:11][NH:12][C:13](=[O:14])[O:15][C:16]([CH3:17])([CH3:18])[CH3:19])[cH:20][cH:21][cH:22]1.[OH:23][C:24]([C:25]([F:26])([F:27])[F:28])=[O:29]>>[CH3:1][O:2][CH2:3][C:4](=[NH:5])[NH:6][CH2:7][c:8]1[cH:9][c:10]([CH2:11][NH2:12])[cH:20][cH:21][cH:22]1. The solvent is C(C)O (ethanol). As a reaction SMILES: [CH:1]([C:3]1[NH:4][C:5]2[CH2:6][CH2:7][CH2:8][CH2:9][C:10]=2[C:11]=1[CH2:12][CH2:13][C:14]([OH:16])=[O:15])=O.[Cl:17][C:18]1[CH:26]=[C:25]2[C:21]([CH2:22][C:23](=[O:27])[NH:24]2)=[CH:20][CH:19]=1.N1CCCCC1.C(O)(=O)C>C(O)C>[Cl:17][C:18]1[CH:26]=[C:25]2[C:21]([C:22](=[CH:1][C:3]3[NH:4][C:5]4[CH2:6][CH2:7][CH2:8][CH2:9][C:10]=4[C:11]=3[CH2:12][CH2:13][C:14]([OH:16])=[O:15])[C:23](=[O:27])[NH:24]2)=[CH:20][CH:19]=1. The reactants are C(C)(=O)O (acetic acid), C(=O)C=1NC=2CCCCC2C1CCC(=O)O (3-(2-formyl-4,5,6,7-tetrahydro-1H-indol-3-yl)-propionic acid), ClC1=CC=C2CC(NC2=C1)=O (6-chloro-2-oxindole), N1CCCCC1 (piperidine). Yield: 79.4%. Procedure: A mixture of 3-(2-formyl-4,5,6,7-tetrahydro-1H-indol-3-yl)-propionic acid (5.4 g), 3.7 g of 6-chloro-2-oxindole and 2.7 g of piperidine in 25 mL of ethanol was refluxed for 4 hours. Upon slow addition of acetic acid (8 mL), a precipitate formed. The mixture was refluxed for 5 minutes and cooled to ambient temperature. The precipitate was collected by vacuum filtration and washed with 20 mL of ethanol. The solids were slurry-washed in 30 mL of reflushing ethanol, cooled, collected by vacuum filtr... Product: ClC1=CC=C2C(C(NC2=C1)=O)=CC=1NC=2CCCCC2C1CCC(=O)O (3-[2-(6-chloro-2-oxo-1,2-dihydroindol-3-ylidenemethyl)-4,5,6,7-tetrahydro-1H-indol-3-yl]-propionic acid). Starting materials: CC(C)(C)c1ccc(N2CCC3(CCC4(CC3)OCCO4)C2=O)cc1, Cl. Yields the product CC(C)(C)c1ccc(N2CCC3(CCC(=O)CC3)C2=O)cc1. As a reaction SMILES: [C:1]([CH3:2])([CH3:3])([CH3:4])[c:5]1[cH:6][cH:7][c:8]([N:11]2[C:12](=[O:25])[C:13]3([CH2:14][CH2:15][C:16]4([O:17][CH2:20][CH2:19][O:18]4)[CH2:21][CH2:22]3)[CH2:23][CH2:24]2)[cH:9][cH:10]1.[ClH:26]>>[C:1]([CH3:2])([CH3:3])([CH3:4])[c:5]1[cH:6][cH:7][c:8]([N:11]2[C:12](=[O:25])[C:13]3([CH2:14][CH2:15][C:16](=[O:17])[CH2:21][CH2:22]3)[CH2:23][CH2:24]2)[cH:9][cH:10]1. Reactants: N1[C@H](CCC1)CN1C2=C(OCC3=C1C=CC=C3)C=CC=C2 ((R)-5,11-dihydro-5-(2-pyrrolidinylmethyl)dibenzo[b,e][1,4]oxazepine), C(C)(C)(C)OC(=O)NC1=CC=C(C=C1)CCCl (2-[4-(N-t-butoxycarbonylamino)phenyl]ethyl chloride), C([O-])([O-])=O.[Na+].[Na+] (sodium carbonate), [I-].[Na+] (sodium iodide). Solvent: C(C)#N (acetonitrile). Run at temperature 90 celsius. Yields the product C1=CC=CC2=NC3=C(OC=C21)C=CC=C3 (dibenzo[b,e][1,4]oxazepine), oil. The yield is 97.0%. RXN SMILES: N1CCC[C@@H]1C[N:7]1[C:13]2[CH:14]=[CH:15][CH:16]=[CH:17][C:12]=2[CH2:11][O:10][C:9]2[CH:18]=[CH:19][CH:20]=[CH:21][C:8]1=2.C(OC(NC1C=CC(CCCl)=CC=1)=O)(C)(C)C.C(=O)([O-])[O-].[Na+].[Na+].[I-].[Na+]>C(#N)C>[CH:17]1[C:12]2[C:13](=[N:7][C:8]3[CH:21]=[CH:20][CH:19]=[CH:18][C:9]=3[O:10][CH:11]=2)[CH:14]=[CH:15][CH:16]=1 |f:2.3.4,5.6|. Procedure: (R)-5,11-dihydro-5-(2-pyrrolidinylmethyl)dibenzo[b,e][1,4]oxazepine (Preparation Example 1) (220 mg, 0.78 mmol), 2-[4-(N-t-butoxycarbonylamino)phenyl]ethyl chloride (400 mg, 1.02 mmol), sodium carbonate (110 mg, 1.02 mmol) and sodium iodide (20 mg, 0.13 mmol) were added to acetonitrile (15 ml), and the mixture was heated under reflux at 90° C. for 15 hours. The solvent was evaporated under reduced pressure, and the residue was partitioned in ethyl acetate and water. The organic layer was washed ... Starting materials: ice, C(C)(C)(C)OC(=O)N1[C@@H]2C[C@@H]2C[C@H]1CO ((1R,3S,5R)-3-hydroxymethyl-2-aza-bicyclo[3.1.0]hexane-2-carboxylic acid tert-butyl ester), C1(=CC=C(C=C1)S(=O)(=O)Cl)C (4-toluenesulfonyl chloride). The solvent is CCOCC (Et2O), N1=CC=CC=C1 (pyridine). Reaction conditions: time 6 hour. The product is C(C)(C)(C)OC(=O)N1[C@@H]2C[C@@H]2C[C@H]1COS(=O)(=O)C1=CC=C(C=C1)C ((1R,3S,5R)-3-(Toluene-4-sulfonyloxymethyl)-2-aza-bicyclo[3.1.0]hexane-2-carboxylic acid tert-butyl ester). As a reaction SMILES: [C:1]([O:5][C:6]([N:8]1[C@H:13]([CH2:14][OH:15])[CH2:12][C@@H:11]2[C@H:9]1[CH2:10]2)=[O:7])([CH3:4])([CH3:3])[CH3:2].[C:16]1([CH3:26])[CH:21]=[CH:20][C:19]([S:22](Cl)(=[O:24])=[O:23])=[CH:18][CH:17]=1>N1C=CC=CC=1.CCOCC>[C:1]([O:5][C:6]([N:8]1[C@H:13]([CH2:14][O:15][S:22]([C:19]2[CH:20]=[CH:21][C:16]([CH3:26])=[CH:17][CH:18]=2)(=[O:24])=[O:23])[CH2:12][C@@H:11]2[C@H:9]1[CH2:10]2)=[O:7])([CH3:4])([CH3:3])[CH3:2]. Procedure: To an ice-cooled solution of (1R,3S,5R)-3-hydroxymethyl-2-aza-bicyclo[3.1.0]hexane-2-carboxylic acid tert-butyl ester (0.480 g, 2.15 mmol) in pyridine (5 mL) was added 4-toluenesulfonyl chloride (0.490 g, 2.58 mmol). The reaction mixture was stirred at RT for 6 h and then diluted with Et2O. The organic phase was washed with 1N HCl (3×), aqueous NaHCO3 (3×) and NaCl, then dried (phase separator) and concentrated under reduced pressure. The residue was purified by flash column chromatography on si... The reactants are CC(=O)NC(CSC(=O)Oc1ccc(-c2ccc(F)cc2F)cc1C(=O)OCc1ccccc1)C(=O)O, CO, O, O=S(=O)(O)O. The product is COC(=O)C(CSC(=O)Oc1ccc(-c2ccc(F)cc2F)cc1C(=O)OCc1ccccc1)NC(C)=O. As a reaction SMILES: [C:6]([CH3:7])(=[O:8])[NH:9][CH:10]([C:11](=[O:12])[OH:13])[CH2:14][S:15][C:16](=[O:17])[O:18][c:19]1[c:20]([C:33](=[O:34])[O:35][CH2:36][c:37]2[cH:38][cH:39][cH:40][cH:41][cH:42]2)[cH:21][c:22](-[c:25]2[c:26]([F:32])[cH:27][c:28]([F:31])[cH:29][cH:30]2)[cH:23][cH:24]1.[CH3:44][OH:45].[OH2:43].[S:1](=[O:2])(=[O:3])([OH:4])[OH:5]>>[C:6]([CH3:7])(=[O:8])[NH:9][CH:10]([C:11](=[O:12])[O:13][CH3:44])[CH2:14][S:15][C:16](=[O:17])[O:18][c:19]1[c:20]([C:33](=[O:34])[O:35][CH2:36][c:37]2[cH:38][cH:39][cH:40][cH:41][cH:42]2)[cH:21][c:22](-[c:25]2[c:26]([F:32])[cH:27][c:28]([F:31])[cH:29][cH:30]2)[cH:23][cH:24]1. The reactants are OC1=C(C=C(C=C1)CCCC(=O)OC)C1=C(C=CC(=C1)CCCC(=O)OC)O (2,2'-dihydroxy-5,5'-bis (3-methoxycarbonylpropyl) biphenyl), BrC(CC)Cl (1-bromo-chloropropane), C([O-])([O-])=O.[K+].[K+] (potassium carbonate). Reagents/catalysts: [Cu] (copper). The solvent is CN(C)C=O (DMF). The product is ClCCCOC1=C(C=C(C=C1)CCCC(=O)OC)C1=C(C=CC(=C1)CCCC(=O)OC)O (3-chloropropoxy-2' -hydroxy-5,5'-bis (3-methoxycarbonylpropyl) biphenyl). RXN SMILES: [OH:1][C:2]1[CH:7]=[CH:6][C:5]([CH2:8][CH2:9][CH2:10][C:11]([O:13][CH3:14])=[O:12])=[CH:4][C:3]=1[C:15]1[CH:20]=[C:19]([CH2:21][CH2:22][CH2:23][C:24]([O:26][CH3:27])=[O:25])[CH:18]=[CH:17][C:16]=1[OH:28].Br[CH:30]([Cl:33])[CH2:31][CH3:32].C(=O)([O-])[O-].[K+].[K+]>[Cu].CN(C=O)C>[Cl:33][CH2:30][CH2:31][CH2:32][O:1][C:2]1[CH:7]=[CH:6][C:5]([CH2:8][CH2:9][CH2:10][C:11]([O:13][CH3:14])=[O:12])=[CH:4][C:3]=1[C:15]1[CH:20]=[C:19]([CH2:21][CH2:22][CH2:23][C:24]([O:26][CH3:27])=[O:25])[CH:18]=[CH:17][C:16]=1[OH:28] |f:2.3.4|. Procedure details: To 5 ml of a DMF solution containing 200 mg (0.5181 mmol) of 2,2'-dihydroxy-5,5'-bis (3-methoxycarbonylpropyl) biphenyl and 0.646 ml (5.181 mmol) of 1-bromo-chloropropane, there were added 85.8 mg (0.6217 mmol) of anhydrous potassium carbonate and a small amount of copper powder and the resulting mixture was agitated for 5 hours at room temperature. The reaction mixture was filtered by suction through Celite to remove the solid matter and the filtrate was washed with ethyl acetate. After the sol...